This data is from the Open Reaction Database (ORD), a public repository of structured organic reaction records. The task is: describe an organic reaction: reactants, conditions, products, and yield Reactants: C(=O)([O-])[O-].[K+].[K+] (K2CO3), IC(C)C (2-iodopropane), CC(C)(C)[O-].[K+] (t-BuOK), BrC=1C=CC(NC1)=O (5-bromo-2(1H)-pyridone). Run in CCCCCC (n-hexane), COCCOC (DME), C(Cl)(Cl)Cl (CHCl3). Run at temperature 22.5 celsius, time 30 minute. Yields the product BrC=1C=CC(N(C1)C(C)C)=O (5-bromo-1-isopropyl-2(1H)-pyridone). Yield: 66.4%. As a reaction SMILES: [CH3:1][C:2]([O-])(C)[CH3:3].[K+].[Br:7][C:8]1[CH:9]=[CH:10][C:11](=[O:14])[NH:12][CH:13]=1.C([O-])([O-])=O.[K+].[K+].IC(C)C>COCCOC.C(Cl)(Cl)Cl.CCCCCC>[Br:7][C:8]1[CH:9]=[CH:10][C:11](=[O:14])[N:12]([CH:2]([CH3:3])[CH3:1])[CH:13]=1 |f:0.1,3.4.5|. Procedure: t-BuOK (32.2 g) was added to the suspension of 5-bromo-2(1H)-pyridone (50 g) in DME (500 ml). The mixture was stirred for 30 minutes. To the mixture was added K2CO3 (27.8 g) and 2-iodopropane (81.6 g). The reaction mixture was refluxed with stirring for 3 hours. The above mixture was cooled to 20-25° C. The precipitated salt was removed by filtration and washed with DME (100 ml). Evaporation of solvent in vacuo gave solidly residue. The residue was dissolved in CHCl3 (150 ml). The solution was w... The reactants are Cc1nnc(N)o1, [Cl-], O=C(O)C1c2ccccc2Oc2ccccc21. The product is Cc1nnc(NC(=O)C2c3ccccc3Oc3ccccc32)o1. RXN SMILES: [CH3:1][c:2]1[n:3][n:4][c:5]([NH2:7])[o:6]1.[Cl-:8].[cH:9]1[cH:10][cH:11][cH:12][c:13]2[c:22]1[CH:21]([C:23](=[O:24])[OH:25])[c:20]1[c:15]([cH:16][cH:17][cH:18][cH:19]1)[O:14]2>>[CH3:1][c:2]1[n:3][n:4][c:5]([NH:7][C:23]([CH:21]2[c:20]3[c:15]([cH:16][cH:17][cH:18][cH:19]3)[O:14][c:13]3[cH:12][cH:11][cH:10][cH:9][c:22]32)=[O:24])[o:6]1. Starting materials: O (water), FC1=CC=C(C=C1)NN ((4-fluorophenyl)hydrazine), FC1=C(C=O)C=C(C=C1)OC (2-fluoro-5-methoxybenzaldehyde), C([O-])([O-])=O.[Cs+].[Cs+] (cesium carbonate). Run in CN(C)C=O (DMF). Yields the product FC1=C(C=NNC2=CC=C(C=C2)F)C=C(C=C1)OC (1-(2-fluoro-5-methoxybenzylidene)-2-(4-fluorophenyl)hydrazine). RXN SMILES: [F:1][C:2]1[CH:7]=[CH:6][C:5]([NH:8][NH2:9])=[CH:4][CH:3]=1.[F:10][C:11]1[CH:18]=[CH:17][C:16]([O:19][CH3:20])=[CH:15][C:12]=1[CH:13]=O.C(=O)([O-])[O-].[Cs+].[Cs+].O>CN(C=O)C>[F:10][C:11]1[CH:18]=[CH:17][C:16]([O:19][CH3:20])=[CH:15][C:12]=1[CH:13]=[N:9][NH:8][C:5]1[CH:6]=[CH:7][C:2]([F:1])=[CH:3][CH:4]=1 |f:2.3.4|. Procedure: (4-fluorophenyl)hydrazine (6.5 g, 40 mmol), 2-fluoro-5-methoxybenzaldehyde (6.2 g, 40 mmol) and cesium carbonate (13 g, 40 mmol) were stirred in DMF (40 mL) at r.t. under argon atmosphere for 1.5 h and was then poured with stirring into water and extracted with ethyl acetate. The organic phase was washed trice with water, then brine and evaporated. The residue crystallized slowly to afford the subtitle compound as a beige-light brown crystal mass (10.21 g). The reactants are CCOC(OCC)C(=N)OC, CO, CCN(C(C)C)C(C)C, COc1cc(CN)ccc1Cl, Cl. Yields the product CCOC(OCC)C(=N)NCc1ccc(Cl)c(OC)c1. Reaction SMILES: [CH2:22]([CH3:23])[O:24][CH:25]([C:26]([O:27][CH3:28])=[NH:29])[O:30][CH2:31][CH3:32].[CH3:33][OH:34].[CH:13]([N:14]([CH2:15][CH3:16])[CH:17]([CH3:18])[CH3:19])([CH3:20])[CH3:21].[Cl:1][c:2]1[c:3]([O:10][CH3:11])[cH:4][c:5]([CH2:8][NH2:9])[cH:6][cH:7]1.[ClH:12]>>[Cl:1][c:2]1[c:3]([O:10][CH3:11])[cH:4][c:5]([CH2:8][NH:9][C:26]([CH:25]([O:24][CH2:22][CH3:23])[O:30][CH2:31][CH3:32])=[NH:29])[cH:6][cH:7]1. Reactants: NC=1C=NC=CC1N (3,4-Diaminopyridine), CSC(=C[N+](=O)[O-])SC (1,1-bis(methylthio)-2-nitroethylene). Solvent: CN(C)C=O (DMF), C(C)N(CC)CC (triethylamine). Yields the product NC1=C(C=NC=C1)NC(=C[N+](=O)[O-])SC (4-Amino-3-(1-methylthio-2-nitroethenylamino)pyridine). Isolated yield 13.1%. Reaction SMILES: [NH2:1][C:2]1[CH:3]=[N:4][CH:5]=[CH:6][C:7]=1[NH2:8].[CH3:9][S:10][C:11](SC)=[CH:12][N+:13]([O-:15])=[O:14]>CN(C=O)C.C(N(CC)CC)C>[NH2:8][C:7]1[CH:6]=[CH:5][N:4]=[CH:3][C:2]=1[NH:1][C:11]([S:10][CH3:9])=[CH:12][N+:13]([O-:15])=[O:14]. Procedure: 3,4-Diaminopyridine (6.00 g, 55.0 mmol) and 1,1-bis(methylthio)-2-nitroethylene (10.0 g, 60.5 mmol) were dissolved in 60 ml of DMF and 10 ml of triethylamine, followed by reaction at 70° C. for 5 hours. The solvent was removed by distillation under reduced pressure, and the residue was purified by silica gel column chromatography [eluent: chloroform:methanol=2:1 (v/v)] to obtain 1.63 g of the intended product (yield: 13.1%)